Dataset: the Open Reaction Database (ORD), a public repository of structured organic reaction records. Task: describe an organic reaction: reactants, conditions, products, and yield The reactants are [Li+].C[Si](C)(C)[N-][Si](C)(C)C (LiHMDS), C(C1=CC=CC=C1)[C@H]1N(C(OC1)=O)C(CCC=C)=O ((R)-4-benzyl-3-pent-4-enoyl-oxazolidin-2-one), CC=1C=C(CBr)C=C(C1F)C (3,5-dimethyl-4-fluorobenzyl bromide). Solvent: C1CCOC1 (THF), C1CCOC1 (THF). Run at temperature -78 celsius, time 1 hour. Product: C(C1=CC=CC=C1)[C@H]1N(C(OC1)=O)C([C@@H](CC=C)CC1=CC(=C(C(=C1)C)F)C)=O ((R)-4-Benzyl-3-[(S)-2-(4-fluoro-3,5-dimethyl-benzyl)-pent-4-enoyl]-oxazolidin-2-one). The yield is 29.0%. Reaction SMILES: [CH2:1]([C@@H:8]1[CH2:12][O:11][C:10](=[O:13])[N:9]1[C:14](=[O:19])[CH2:15][CH2:16][CH:17]=[CH2:18])[C:2]1[CH:7]=[CH:6][CH:5]=[CH:4][CH:3]=1.[Li+].C[Si]([N-][Si](C)(C)C)(C)C.[CH3:30][C:31]1[CH:32]=[C:33]([CH:36]=[C:37]([CH3:40])[C:38]=1[F:39])[CH2:34]Br>C1COCC1>[CH2:1]([C@@H:8]1[CH2:12][O:11][C:10](=[O:13])[N:9]1[C:14](=[O:19])[C@H:15]([CH2:34][C:33]1[CH:36]=[C:37]([CH3:40])[C:38]([F:39])=[C:31]([CH3:30])[CH:32]=1)[CH2:16][CH:17]=[CH2:18])[C:2]1[CH:3]=[CH:4][CH:5]=[CH:6][CH:7]=1 |f:1.2|. Procedure details: To a cooled (−78° C.) solution of (R)-4-benzyl-3-pent-4-enoyl-oxazolidin-2-one (0.500 g, 1.928 mmol) in 15 mL of THF, was added LiHMDS (2.9 mL, 2.9 mmol, 1.0 M in THF). The resulting mixture was stirred at −78° C. under N2 for 1 h and then a solution of 3,5-dimethyl-4-fluorobenzyl bromide (0.460 g, 2.121 mmol) in 5 mL of THF was added. After being stirred at −78° C. for 1 h followed by warming to room temperature over 2 h, the reaction mixture was quenched with 50 mL of aqueous NH4Cl solution an... The reactants are intermediate B1, BrC=1C=CC=2N(C1C)N=C(N2)N (6-bromo-5-methyl[1,2,4]triazolo[1,5-a]pyridin-2-amine), Cl.C(C1=CN=CC=C1)(=O)Cl (nicotinoyl chloride hydrochloride). Yields the product BrC=1C=CC=2N(C1C)N=C(N2)NC(C2=CN=CC=C2)=O (N-(6-bromo-5-methyl[1,2,4]triazolo[1,5-a]pyridin-2-yl)nicotinamide). Reaction SMILES: [Br:1][C:2]1[CH:3]=[CH:4][C:5]2[N:6]([N:9]=[C:10]([NH2:12])[N:11]=2)[C:7]=1[CH3:8].Cl.[C:14](Cl)(=[O:21])[C:15]1[CH:20]=[CH:19][CH:18]=[N:17][CH:16]=1>>[Br:1][C:2]1[CH:3]=[CH:4][C:5]2[N:6]([N:9]=[C:10]([NH:12][C:14](=[O:21])[C:15]3[CH:20]=[CH:19][CH:18]=[N:17][CH:16]=3)[N:11]=2)[C:7]=1[CH3:8] |f:1.2|. Procedure details: The title compound was prepared following procedure described for intermediate B1, but starting from 6-bromo-5-methyl[1,2,4]triazolo[1,5-a]pyridin-2-amine ((A8), 4.0 g; 17.62 mmol; 1.0 eq.) and nicotinoyl chloride hydrochloride (3.76 g; 21.1 mmol; 1.2 eq.) as a yellow solid (4.53 g; 77%). 1H NMR (DMSO-d6) δ 11.54 (s, 1H), 9.13 (d, J=2.3 Hz, 1H), 9.78 (dd, J=4.9, 1.5 Hz, 1H), 8.34 (dt, J=7.9, 1.8 Hz, 1H), 7.85 (d, J=8 Hz, 1H), 7.63-7.54 (m, 2H), 2.8 (s, 3H). HPLC, Rt: 1.75 min. (purity 98.8%). LC... Procedure: This compound was prepared from ethyl 1-[2-(dimethylamino)-2-oxoethyl]-7-[(4-fluorophenyl)methyl]-4-hydroxy-2-oxo-1,2-dihydro-1,5-naphthyridine-3-carboxylate and (2R)-1-amino-2-propanol employing methods similar to those described in Example 245 and was purified by reverse phase preparative HPLC (C-18 stationary phase; 10-100% CH3CN/water/0.1% formic acid mobile phase). The resulting material was treated with 1.3 equivalents of 1N NaOH solution and triturated with CH3CN to afford the product as ... As a reaction SMILES: [CH3:1][N:2]([CH3:31])[C:3](=[O:30])[CH2:4][N:5]1[C:14]2[C:9](=[N:10][CH:11]=[C:12]([CH2:15][C:16]3[CH:21]=[CH:20][C:19]([F:22])=[CH:18][CH:17]=3)[CH:13]=2)[C:8]([OH:23])=[C:7]([C:24](OCC)=[O:25])[C:6]1=[O:29].[NH2:32][CH2:33][C@H:34]([OH:36])[CH3:35].[OH-].[Na+:38]>>[CH3:1][N:2]([CH3:31])[C:3](=[O:30])[CH2:4][N:5]1[C:14]2[C:9](=[N:10][CH:11]=[C:12]([CH2:15][C:16]3[CH:17]=[CH:18][C:19]([F:22])=[CH:20][CH:21]=3)[CH:13]=2)[C:8]([O-:23])=[C:7]([C:24]([NH:32][CH2:33][C@H:34]([OH:36])[CH3:35])=[O:25])[C:6]1=[O:29].[Na+:38] |f:2.3,4.5|. Yields the product CN(C(CN1C(C(=C(C2=NC=C(C=C12)CC1=CC=C(C=C1)F)[O-])C(=O)NC[C@@H](C)O)=O)=O)C.[Na+] (Sodium 1-[2-(dimethylamino)-2-oxoethyl]-7-[(4-fluorophenyl)methyl]-3-({[(2R)-2-hydroxypropyl]amino}carbonyl)-2-oxo-1,2-dihydro-1,5-naphthyridine-4-olate). Starting materials: CN(C(CN1C(C(=C(C2=NC=C(C=C12)CC1=CC=C(C=C1)F)O)C(=O)OCC)=O)=O)C (ethyl 1-[2-(dimethylamino)-2-oxoethyl]-7-[(4-fluorophenyl)methyl]-4-hydroxy-2-oxo-1,2-dihydro-1,5-naphthyridine-3-carboxylate), NC[C@@H](C)O ((2R)-1-amino-2-propanol), [OH-].[Na+] (NaOH). Starting materials: CC1=C(C=NC=C1)N1C(NCC1)=O (1-(4-methyl-pyridin-3-yl)-imidazolidin-2-one), BrC=1SC=CN1 (2-bromo-thiazole), N[C@H]1[C@@H](CCCC1)N (trans-1,2-diamino cyclohexane), C([O-])([O-])=O.[K+].[K+] (potassium carbonate). The reagents and catalysts are [Cu](I)I (copper iodide). Solvent: O1CCOCC1 (1,4-dioxane). Yields the product CC1=C(C=NC=C1)N1C(N(CC1)C=1SC=CN1)=O (1-(4-Methyl-pyridin-3-yl)-3-thiazol-2-yl-imidazolidin-2-one). Yield: 56.8%. Reaction SMILES: [CH3:1][C:2]1[CH:7]=[CH:6][N:5]=[CH:4][C:3]=1[N:8]1[CH2:12][CH2:11][NH:10][C:9]1=[O:13].Br[C:15]1[S:16][CH:17]=[CH:18][N:19]=1.N[C@@H]1CCCC[C@H]1N.C(=O)([O-])[O-].[K+].[K+]>[Cu](I)I.O1CCOCC1>[CH3:1][C:2]1[CH:7]=[CH:6][N:5]=[CH:4][C:3]=1[N:8]1[CH2:12][CH2:11][N:10]([C:15]2[S:16][CH:17]=[CH:18][N:19]=2)[C:9]1=[O:13] |f:3.4.5|. Reported procedure: Using the same reaction conditions as in Example 14, 1-(4-methyl-pyridin-3-yl)-imidazolidin-2-one (I-14b: 150 mg, 0.8465 mmol) was reacted with 2-bromo-thiazole (138.8 mg, 0.846 mmol), 1,4-dioxane (50 mL), copper iodide (16 mg, 0.08465 mmol), trans-1,2-diamino cyclohexane (29 mg, 0.2539 mmol) and potassium carbonate (468 mg, 3.3860 mmol) to afford the crude product. Purification by column chromatography on silica gel (2% MeOH in chloroform) afforded 125 mg of the product (56.8% yield). 1H NMR (D... As a reaction SMILES: [Br:27][CH2:28][C:29](=[O:30])[O:31][CH2:32][CH3:33].[CH3:21][C:22]([CH3:23])([O-:24])[CH3:25].[F:1][c:2]1[cH:3][cH:4][c:5]([C:8]2([c:14]3[cH:15][cH:16][c:17]([F:20])[cH:18][cH:19]3)[C:9](=[O:13])[NH:10][CH2:11][CH2:12]2)[cH:6][cH:7]1.[K+:26].[O:34]1[CH2:35][CH2:36][CH2:37][CH2:38]1>>[F:1][c:2]1[cH:3][cH:4][c:5]([C:8]2([c:14]3[cH:15][cH:16][c:17]([F:20])[cH:18][cH:19]3)[C:9](=[O:13])[N:10]([CH2:28][C:29](=[O:30])[O:31][CH2:32][CH3:33])[CH2:11][CH2:12]2)[cH:6][cH:7]1. The reactants are CCOC(=O)CBr, CC(C)(C)[O-], O=C1NCCC1(c1ccc(F)cc1)c1ccc(F)cc1, [K+], C1CCOC1. Yields the product CCOC(=O)CN1CCC(c2ccc(F)cc2)(c2ccc(F)cc2)C1=O. The reactants are intermediate B, CI (methyl iodide), ClC1=NC=C(C=C1)[N+](=O)[O-] (2-chloro-5-nitropyridine), C1(NCCC12CCNCC2)=O (2,8-diazaspiro[4,5]decan-1-one). Product: NC=1C=CC(=NC1)N1CCC2(CCN(C2=O)C)CC1 (8-(5-aminopyridin-2-yl)-2-methyl-2,8-diazaspiro[4,5]decan-1-one). Reaction SMILES: Cl[C:2]1[CH:7]=[CH:6][C:5]([N+:8]([O-])=O)=[CH:4][N:3]=1.[C:11]1(=[O:21])[C:15]2([CH2:20][CH2:19][NH:18][CH2:17][CH2:16]2)[CH2:14][CH2:13][NH:12]1.[CH3:22]I>>[NH2:8][C:5]1[CH:6]=[CH:7][C:2]([N:18]2[CH2:19][CH2:20][C:15]3([C:11](=[O:21])[N:12]([CH3:22])[CH2:13][CH2:14]3)[CH2:16][CH2:17]2)=[N:3][CH:4]=1. Reported procedure: Intermediate B-20 was prepared by the general procedure for intermediate B-15, by using 2-chloro-5-nitropyridine, 2,8-diazaspiro[4,5]decan-1-one, and methyl iodide as starting materials. MS (M+1): 261.2 Starting materials: [OH-].[K+] (potassium hydroxide), 16.79, xylenes, C1(C=CCC1)C1=C(C(=C(C=C1)N)C)N (3-(cyclopent-2-enyl)-2,6-toluenediamine), [OH-].[K+] (potassium hydroxide). The solvent is C(C)(C)O (isopropanol). Conditions: temperature 160 celsius. Yields the product C1(=CCCC1)C1=C(C(=C(C=C1)N)C)N (3-(Cyclopent-1-enyl)-2,6-toluenediamine). Reaction SMILES: [CH:1]1([C:6]2[CH:11]=[CH:10][C:9]([NH2:12])=[C:8]([CH3:13])[C:7]=2[NH2:14])[CH2:5][CH2:4][CH:3]=[CH:2]1.[OH-].[K+]>C(O)(C)C>[C:1]1([C:6]2[CH:11]=[CH:10][C:9]([NH2:12])=[C:8]([CH3:13])[C:7]=2[NH2:14])[CH2:5][CH2:4][CH2:3][CH:2]=1 |f:1.2|. Procedure: A 15.0g (72.61 mmol) portion of 3-(cyclopent-2-enyl)-2,6-toluenediamine was added to a 250cc round bottomed flask containing 1.50g (22.7 mmol) of 85% potassium hydroxide, 16.79 (278.0 mmol) isopropanol, 100cc of mixed xylenes. The mixture was stirred at room temperature under a static nitrogen atmosphere until all the potassium hydroxide had dissolved. The flask was fitted with a Claisen distillation head, a condenser, a receiving flask and then warmed to 115°. Isopropanol and water were removed...